Dataset: the Open Reaction Database (ORD), a public repository of structured organic reaction records. Task: describe an organic reaction: reactants, conditions, products, and yield Reactants: ClCCl, C[Al](C)C, COC(=O)Nc1nc(C)cc(C)n1, CC(=O)O, C, O=C(O)C(F)(F)F, c1ccncc1, NS(=O)(=O)c1ccccn1. Yields the product Cc1cc(C)nc(NC(=O)NS(=O)(=O)c2ccccn2)n1. RXN SMILES: [CH2:29]([Cl:30])[Cl:31].[CH3:11][Al:12]([CH3:13])[CH3:14].[CH3:16][c:17]1[n:18][c:19]([NH:24][C:25]([O:26][CH3:28])=[O:27])[n:20][c:21]([CH3:23])[cH:22]1.[CH3:45][C:46](=[O:47])[OH:48].[CH4:15].[F:32][C:33]([F:34])([F:35])[C:36]([OH:37])=[O:38].[cH:39]1[cH:40][cH:41][n:42][cH:43][cH:44]1.[n:1]1[c:2]([S:7](=[O:8])(=[O:9])[NH2:10])[cH:3][cH:4][cH:5][cH:6]1>>[n:1]1[c:2]([S:7](=[O:8])(=[O:9])[NH:10][C:25]([NH:24][c:19]2[n:18][c:17]([CH3:16])[cH:22][c:21]([CH3:23])[n:20]2)=[O:26])[cH:3][cH:4][cH:5][cH:6]1. Starting materials: CS(C)=O, ClP(Cl)(Cl)(Cl)Cl, O=C(O)c1cc(F)c(F)cc1Cl, C1COCCO1, CN(C)C=O, O=P(Cl)(Cl)Cl, O=S(Cl)Cl, O=S(=O)(Cl)Cl. Yields the product O=C(Cl)c1cc(F)c(F)cc1Cl. RXN SMILES: [CH3:39][S:40]([CH3:41])=[O:42].[Cl:10][P:11]([Cl:12])([Cl:13])([Cl:14])[Cl:15].[Cl:21][c:22]1[c:23]([C:24](=[O:25])[OH:26])[cH:27][c:28]([F:32])[c:29]([F:31])[cH:30]1.[O:33]1[CH2:34][CH2:35][O:36][CH2:37][CH2:38]1.[O:43]=[CH:44][N:45]([CH3:46])[CH3:47].[P:16]([Cl:17])([Cl:18])([Cl:19])=[O:20].[S:1]([Cl:2])([Cl:3])=[O:4].[S:5]([Cl:6])([Cl:7])(=[O:8])=[O:9]>>[Cl:18][C:24]([c:23]1[c:22]([Cl:21])[cH:30][c:29]([F:31])[c:28]([F:32])[cH:27]1)=[O:25]. Reactants: NCC1CCN(CC1)C(=O)OCC1=CC=CC=C1 (benzyl 4(aminomethyl)piperidine-1-carboxylate), BrC=1C=NC=CC1Br (3,4-dibromo-pyridine). Run in CC(C)O (IPA). Reaction conditions: temperature 100 celsius. The product is C(C1=CC=CC=C1)OC(=O)N1CCC(CC1)CNC1=C(C=NC=C1)Br (4-[(3-Bromo-pyridin-4-ylamino)-methyl]-piperidine-1-carboxylic acid benzyl ester). RXN SMILES: [NH2:1][CH2:2][CH:3]1[CH2:8][CH2:7][N:6]([C:9]([O:11][CH2:12][C:13]2[CH:18]=[CH:17][CH:16]=[CH:15][CH:14]=2)=[O:10])[CH2:5][CH2:4]1.[Br:19][C:20]1[CH:21]=[N:22][CH:23]=[CH:24][C:25]=1Br>CC(O)C>[CH2:12]([O:11][C:9]([N:6]1[CH2:7][CH2:8][CH:3]([CH2:2][NH:1][C:25]2[CH:24]=[CH:23][N:22]=[CH:21][C:20]=2[Br:19])[CH2:4][CH2:5]1)=[O:10])[C:13]1[CH:14]=[CH:15][CH:16]=[CH:17][CH:18]=1. Procedure details: A mixture of benzyl-4-(aminomethyl)piperidine-1-carboxylate (EXAMPLE 13, Step 1, 0.20 g, 0.81 mmol), 3,4-dibromo-pyridine (Chem. Abstracts, 58:5627) (0.19 g, 0.81 mmol) in IPA (0.5 mL) was heated at 100° C. in a sealed reaction tube for 7 h, then concentrated in vacuo. The residue was purified by silica gel chromatography (DCM IPA hexane)) to give 4-[(3-Bromo-pyridin-4-ylamino)-methyl]-piperidine-1-carboxylic acid benzyl ester. M.S. (M+1): 405.27 The reactants are NC=1SC=CN1 (2-amino-1,3-thiazole), [OH-].[Na+] (sodium hydroxide), C (charcoal), N=C1SC=CN1 (2-imino-2,3-dihydro-1,3-thiazole), O.C(C=O)(=O)O (glyoxylic acid hydrate). Run at time 1.5 hour. Yields the product O.OC(C(=O)O)C1=CN=C(S1)N (2-hydroxy-2-(2-amino-1,3-thiazol-5-yl)acetic acid hydrate). As a reaction SMILES: [NH2:1][C:2]1[S:3][CH:4]=[CH:5][N:6]=1.O.[C:8]([OH:12])(=[O:11])[CH:9]=[O:10].[OH-].[Na+].C>>[OH2:10].[OH:10][CH:9]([C:4]1[S:3][C:2]([NH2:1])=[N:6][CH:5]=1)[C:8]([OH:12])=[O:11] |f:1.2,3.4,6.7|. Procedure: A mixture of 2-amino-1,3-thiazole, which can be represented as 2-imino-2,3-dihydro-1,3-thiazole, (36.3 g.), glyoxylic acid hydrate (50 g.) and 1 N sodium hydroxide (543 ml.) was stirred for 1.5 hours at 90° to 93° C. After the reaction, the reaction mixture was treated with an activated charcoal and then adjusted to pH 3. The mixture was allowed to stand overnight under ice-cooling. The precipitates were collected by filtration, washed with water and then dried to give 2-hydroxy-2-(2-amino-1,3-t... The reactants are [Br-], C=C[Mg+], O=Cc1ccc(F)cc1, C1CCOC1. Yields the product C=CC(O)c1ccc(F)cc1. As a reaction SMILES: [Br-:10].[CH:11](=[CH2:12])[Mg+:13].[F:1][c:2]1[cH:3][cH:4][c:5]([CH:6]=[O:7])[cH:8][cH:9]1.[O:14]1[CH2:15][CH2:16][CH2:17][CH2:18]1>>[F:1][c:2]1[cH:3][cH:4][c:5]([CH:6]([OH:7])[CH:11]=[CH2:12])[cH:8][cH:9]1. Procedure: A slurry of (S)-N-[[3-(3-fluoro-4-iodophenyl)-2-oxo-5-oxazolidinyl]methyl]acetamide described above (4.200 g, 11.11 mmol) and trimethyl(4-methoxy-5-oxo-1,3,6-cycloheptatrien-1-yl)tin (4.150 g, 13.88 mmol) in 1,4-dioxane (50 mL) was degassed by repeated evacuation and filling with nitrogen. Bis(triphenylphosphine)palladium(II) chloride (0.545 g, 0.78 mmol) was added, the reaction again degassed, and then the mixture was brought to reflux under nitrogen. After 3 h TLC revealed some of the iodide s... Solvent: O1CCOCC1 (1,4-dioxane). The reagents and catalysts are [Pd] (palladium), Cl[Pd]([P](C1=CC=CC=C1)(C2=CC=CC=C2)C3=CC=CC=C3)([P](C4=CC=CC=C4)(C5=CC=CC=C5)C6=CC=CC=C6)Cl (Bis(triphenylphosphine)palladium(II) chloride). Conditions: time 3 hour. Reaction SMILES: [F:1][C:2]1[CH:3]=[C:4]([N:9]2[CH2:13][C@H:12]([CH2:14][NH:15][C:16](=[O:18])[CH3:17])[O:11][C:10]2=[O:19])[CH:5]=[CH:6][C:7]=1I.C[Sn](C)(C)[C:22]1[CH:28]=[CH:27][C:26](=[O:29])[C:25]([O:30][CH3:31])=[CH:24][CH:23]=1.[Sn]>O1CCOCC1.[Pd].Cl[Pd](Cl)([P](C1C=CC=CC=1)(C1C=CC=CC=1)C1C=CC=CC=1)[P](C1C=CC=CC=1)(C1C=CC=CC=1)C1C=CC=CC=1>[F:1][C:2]1[CH:3]=[C:4]([N:9]2[CH2:13][C@H:12]([CH2:14][NH:15][C:16](=[O:18])[CH3:17])[O:11][C:10]2=[O:19])[CH:5]=[CH:6][C:7]=1[C:22]1[CH:28]=[CH:27][C:26](=[O:29])[C:25]([O:30][CH3:31])=[CH:24][CH:23]=1 |^3:33,^1:44,63|. Product: FC=1C=C(C=CC1C1=CC=C(C(C=C1)=O)OC)N1C(O[C@H](C1)CNC(C)=O)=O ((S)-N-[[3-[3-fluoro-4-(4-methoxy-5-oxo-1,3,6-cycloheptatrien-1-yl)phenyl]-2-oxo-5-oxazolidinyl]methyl]acetamide). Reactants: FC=1C=C(C=CC1I)N1C(O[C@H](C1)CNC(C)=O)=O ((S)-N-[[3-(3-fluoro-4-iodophenyl)-2-oxo-5-oxazolidinyl]methyl]acetamide), C[Sn](C1=CC=C(C(C=C1)=O)OC)(C)C (trimethyl(4-methoxy-5-oxo-1,3,6-cycloheptatrien-1-yl)tin), [Sn] (tin). Yield: 98.0%. Starting materials: C(C)(C)(C)OC(NC1=CC=C(C=C1)OC1=C(C=C(C=C1)NC(=O)C=1SC(=CC1)Br)[N+](=O)[O-])=O ((4-{4-[(5-Bromo-thiophene-2-carbonyl)-amino]-2-nitro-phenoxy}-phenyl)-carbamic acid tert-butyl ester), [NH4+].[Cl-] (NH4Cl). Reagents/catalysts: [Fe] (Fe). Yields the product C(C)(C)(C)OC(NC1=CC=C(C=C1)OC1=C(C=C(C=C1)NC(=O)C=1SC(=CC1)Br)N)=O ((4-{2-Amino-4-[(5-bromo-thiophene-2-carbonyl)-amino]-phenoxy}-phenyl)-carbamic acid tert-butyl ester). The yield is 50.0%. Reaction SMILES: [C:1]([O:5][C:6](=[O:33])[NH:7][C:8]1[CH:13]=[CH:12][C:11]([O:14][C:15]2[CH:20]=[CH:19][C:18]([NH:21][C:22]([C:24]3[S:25][C:26]([Br:29])=[CH:27][CH:28]=3)=[O:23])=[CH:17][C:16]=2[N+:30]([O-])=O)=[CH:10][CH:9]=1)([CH3:4])([CH3:3])[CH3:2].[NH4+].[Cl-]>[Fe]>[C:1]([O:5][C:6](=[O:33])[NH:7][C:8]1[CH:9]=[CH:10][C:11]([O:14][C:15]2[CH:20]=[CH:19][C:18]([NH:21][C:22]([C:24]3[S:25][C:26]([Br:29])=[CH:27][CH:28]=3)=[O:23])=[CH:17][C:16]=2[NH2:30])=[CH:12][CH:13]=1)([CH3:4])([CH3:2])[CH3:3] |f:1.2|. Reported procedure: The product from Example 257a was reduced with Fe and NH4Cl following the procedure from Example 9E to provide the title compound (922 mg, 50%). Reactants: CCOC(C)=O, COc1n[nH]c2ncc(NC(=O)c3c(F)ccc([N+](=O)[O-])c3F)cc12, Cl[Sn]Cl. Product: COc1n[nH]c2ncc(NC(=O)c3c(F)ccc(N)c3F)cc12. RXN SMILES: [CH3:29][CH2:30][O:31][C:32](=[O:33])[CH3:34].[F:1][c:2]1[c:3]([C:4](=[O:5])[NH:6][c:7]2[cH:8][c:9]3[c:10]([n:11][cH:12]2)[nH:13][n:14][c:15]3[O:16][CH3:17])[c:18]([F:25])[cH:19][cH:20][c:21]1[N+:22]([O-:23])=[O:24].[Sn:26]([Cl:27])[Cl:28]>>[F:1][c:2]1[c:3]([C:4](=[O:5])[NH:6][c:7]2[cH:8][c:9]3[c:10]([n:11][cH:12]2)[nH:13][n:14][c:15]3[O:16][CH3:17])[c:18]([F:25])[cH:19][cH:20][c:21]1[NH2:22]. Starting materials: BrCC(C(F)(F)F)=O (3-bromo-1,1,1-trifluoroacetone), CC=1C=CC(=C(C1)C(N)=S)[N+](=O)[O-] (5-Methyl-2-nitrobenzenecarbothioamide), C(C)(=O)OCC.CCCCCC (ethyl acetate hexane). Solvent: C(C)O (ethyl alcohol). Product: CC=1C=CC(=C(C1)C=1SCC(N1)(O)C(F)(F)F)[N+](=O)[O-] (4,5-Dihydro-2-(5-methyl-2-nitrophenyl)-4-(trifluoromethyl)-4-thiazolol). Reaction SMILES: [CH3:1][C:2]1[CH:3]=[CH:4][C:5]([N+:11]([O-:13])=[O:12])=[C:6]([C:8](=[S:10])[NH2:9])[CH:7]=1.Br[CH2:15][C:16](=[O:21])[C:17]([F:20])([F:19])[F:18].C(OCC)(=O)C.CCCCCC>C(O)C>[CH3:1][C:2]1[CH:3]=[CH:4][C:5]([N+:11]([O-:13])=[O:12])=[C:6]([C:8]2[S:10][CH2:15][C:16]([C:17]([F:20])([F:19])[F:18])([OH:21])[N:9]=2)[CH:7]=1 |f:2.3|. Procedure details: The product from Step B (5.5 g, 0.028 mol) was dissolved in ethyl alcohol (100 mL). 3-bromo-1,1,1-trifluoroacetone (5.3 g, 0.028 mol) was added and the resulting solution refluxed for 3 h. After cooling to room temperature, the reaction mixture was evaporated to dryness. The residue was partitioned between ethyl acetate and 10% aqueous sodium carbonate (200 mL each). The organic layer was separated, dried (MgSO4) and then concentrated to give an oil. Flash chromatography of this oil on silica ge...